From a dataset of the Open Reaction Database (ORD), a public repository of structured organic reaction records. describe an organic reaction: reactants, conditions, products, and yield The solvent is C1(=CC=CC=C1)C (toluene), C(C)O (ethanol). Run at temperature 80 celsius. The yield is 69.0%. Reactants: FC1=C(C=CC=C1)B(O)O (2-fluorobenzeneboronic acid), C([O-])([O-])=O.[K+].[K+] (potassium carbonate), aqueous solution, BrC1=C(C=CC2=CC=CC=C12)O (1-bromo-2-naphthol), C1(=C(C=CC=C1)P(C1=C(C=CC=C1)C)C1=C(C=CC=C1)C)C (tri(o-tolyl)phosphine). The reagents and catalysts are C(C)(=O)[O-].[Pd+2].C(C)(=O)[O-] (palladium(II) acetate). Reported procedure: Into a 200 mL three-neck flask were placed 1.4 g (10 mmol) of 2-fluorobenzeneboronic acid, 2.2 g (10 mmol) of 1-bromo-2-naphthol, 153 mg (0.5 mmol) of tri(o-tolyl)phosphine, 25 mL of toluene, 25 mL of ethanol, and 5.0 mL of a 2M aqueous solution of potassium carbonate. This mixture was degassed under reduced pressure, and the air in the system was replaced with nitrogen. This mixture was stirred at 80° C., 23 mg (0.1 mmol) of palladium(II) acetate was added thereto, and the mixture was refluxed ... Reaction SMILES: [F:1][C:2]1[CH:7]=[CH:6][CH:5]=[CH:4][C:3]=1B(O)O.Br[C:12]1[C:21]2[C:16](=[CH:17][CH:18]=[CH:19][CH:20]=2)[CH:15]=[CH:14][C:13]=1[OH:22].C1(C)C=CC=CC=1P(C1C=CC=CC=1C)C1C=CC=CC=1C.C(=O)([O-])[O-].[K+].[K+]>C([O-])(=O)C.[Pd+2].C([O-])(=O)C.C(O)C.C1(C)C=CC=CC=1>[F:1][C:2]1[CH:7]=[CH:6][CH:5]=[CH:4][C:3]=1[C:12]1[C:21]2[C:16](=[CH:17][CH:18]=[CH:19][CH:20]=2)[CH:15]=[CH:14][C:13]=1[OH:22] |f:3.4.5,6.7.8|. The product is FC1=C(C=CC=C1)C1=C(C=CC2=CC=CC=C12)O (1-(2-Fluorophenyl)-2-naphthol). Reactants: NC=1C=CC(=NC1)OCCC=1N=C(OC1C)C1=CC=CC=C1 (5-amino-2-[2-(5-methyl-2-phenyl-4-oxazolyl) ethoxy]pyridine), Br (HBr), N(=O)[O-].[Na+] (sodium nitrite), C(C=C)(=O)OC (methyl acrylate), cuprous oxide. The solvent is CC(=O)C (acetone), O (water). Reaction conditions: temperature 10 celsius, time 30 minute. Yields the product COC(C(CC=1C=CC(=NC1)OCCC=1N=C(OC1C)C1=CC=CC=C1)Br)=O (2-bromo-3-[2-[2-(5-methyl-2-phenyl-4-oxazolyl]ethoxy]-5-pyridyl]propionic acid methyl ester). Isolated yield 68.0%. Reaction SMILES: N[C:2]1[CH:3]=[CH:4][C:5]([O:8][CH2:9][CH2:10][C:11]2[N:12]=[C:13]([C:17]3[CH:22]=[CH:21][CH:20]=[CH:19][CH:18]=3)[O:14][C:15]=2[CH3:16])=[N:6][CH:7]=1.[BrH:23].N([O-])=O.[Na+].[C:28]([O:32][CH3:33])(=[O:31])[CH:29]=[CH2:30]>O.CC(C)=O>[CH3:33][O:32][C:28](=[O:31])[CH:29]([Br:23])[CH2:30][C:2]1[CH:3]=[CH:4][C:5]([O:8][CH2:9][CH2:10][C:11]2[N:12]=[C:13]([C:17]3[CH:22]=[CH:21][CH:20]=[CH:19][CH:18]=3)[O:14][C:15]=2[CH3:16])=[N:6][CH:7]=1 |f:2.3|. Procedure: To a mixture of 5-amino-2-[2-(5-methyl-2-phenyl-4-oxazolyl) ethoxy]pyridine (4.5 g), aqueous HBr (47%, 7.1 ml) and acetone (70 ml) was added an aqueous solution of sodium nitrite (NaNO2) (1.17 g) in water (5 ml) dropwise at a temperature of under 10° C. After stirring at 10° C. for 30 minutes, the temperature was increased to 30° C., and methyl acrylate (8.3 ml) was added. Then, cuprous oxide (Cu2O) (0.1 g) was added little by little, and the mixture was vigorously stirred. The reaction mixture ... Starting materials: C(CCC)[N+](CCCC)(CCCC)CCCC.P(=O)(O)(O)OC[C@H]1O[C@H](C[C@@H]1OP(=O)(O)OC[C@H]1O[C@H]([C@@H]([C@@H]1O)O)N1C2=NC=NC(=C2N=C1)N)N1C(N=C(C=C1)N)=O (((2R,3S,5R)-5-(4-Amino-2-oxopyrimidin-1(2H)-yl)-3-(((((2R,3S,4R,5R)-5-(6-amino-9H-purin-9-yl)-3,4-dihydroxytetrahydrofuran-2-yl)methoxy)(hydroxy)phosphoryl)oxy)tetrahydrofuran-2-yl)methyl dihydrogenphosphate tetrabutylammonium salt), C(CCC)[N+](CCCC)(CCCC)CCCC.P(=O)(O)(O)OC[C@H]1O[C@H](C[C@@H]1OP(=O)(O)OC[C@H]1O[C@H]([C@@H]([C@@H]1O)O)N1C2=NC=NC(=C2N=C1)N)N1C(N=C(C=C1)N)=O (((2R,3S,5R)-5-(4-Amino-2-oxopyrimidin-1(2H)-yl)-3-(((((2R,3S,4R,5R)-5-(6-amino-9H-purin-9-yl)-3,4-dihydroxytetrahydrofuran-2-yl)methoxy)(hydroxy)phosphoryl)oxy)tetrahydrofuran-2-yl)methyl dihydrogenphosphate tetrabutylammonium salt), S1CN([C@@H](C1)C(=O)OCC#N)C(=O)OC(C)(C)C ((R)-3-tert-butyl 4-(cyanomethyl) thiazolidine-3,4-dicarboxylate). The solvent is C(C)#N (acetonitrile). Run at time 1.5 hour. Yields the product S1CN([C@@H](C1)C(=O)O[C@@H]1[C@H](O[C@H]([C@@H]1O)N1C2=NC=NC(=C2N=C1)N)COP(=O)(O)O[C@@H]1[C@H](O[C@H](C1)N1C(N=C(C=C1)N)=O)COP(=O)(O)O)C(=O)OC(C)(C)C ((4R)-4-((2R,3S,4R,5R)-2-((((((2R,3S,5R)-5-(4-amino-2-oxopyrimidin-1(2H)-yl)-2-((phosphonooxy)methyl)tetrahydrofuran-3-yl)oxy)(hydroxy)phosphoryl)oxy)methyl)-5-(6-amino-9H-purin-9-yl)-4-hydroxytetrahydrofuran-3-yl) 3-tert-butyl thiazolidine-3,4-dicarboxylate). The yield is 32.6%. Reaction SMILES: C([N+](CCCC)(CCCC)CCCC)CCC.[P:18]([O:22][CH2:23][C@@H:24]1[C@@H:28]([O:29][P:30]([O:33][CH2:34][C@@H:35]2[C@@H:39]([OH:40])[C@@H:38]([OH:41])[C@H:37]([N:42]3[CH:50]=[N:49][C:48]4[C:43]3=[N:44][CH:45]=[N:46][C:47]=4[NH2:51])[O:36]2)([OH:32])=[O:31])[CH2:27][C@H:26]([N:52]2[CH:57]=[CH:56][C:55]([NH2:58])=[N:54][C:53]2=[O:59])[O:25]1)([OH:21])([OH:20])=[O:19].[S:60]1[CH2:64][C@@H:63]([C:65](OCC#N)=[O:66])[N:62]([C:71]([O:73][C:74]([CH3:77])([CH3:76])[CH3:75])=[O:72])[CH2:61]1>C(#N)C>[S:60]1[CH2:64][C@@H:63]([C:65]([O:40][C@H:39]2[C@@H:38]([OH:41])[C@H:37]([N:42]3[CH:50]=[N:49][C:48]4[C:43]3=[N:44][CH:45]=[N:46][C:47]=4[NH2:51])[O:36][C@@H:35]2[CH2:34][O:33][P:30]([O:29][C@H:28]2[CH2:27][C@H:26]([N:52]3[CH:57]=[CH:56][C:55]([NH2:58])=[N:54][C:53]3=[O:59])[O:25][C@@H:24]2[CH2:23][O:22][P:18]([OH:21])([OH:20])=[O:19])([OH:32])=[O:31])=[O:66])[N:62]([C:71]([O:73][C:74]([CH3:77])([CH3:76])[CH3:75])=[O:72])[CH2:61]1 |f:0.1|. Reported procedure: A solution of ((2R,3S,5R)-5-(4-amino-2-oxopyrimidin-1(2H)-yl)-3-(((((2R,3S,4R,5R)-5-(6-amino-9H-purin-9-yl)-3,4-dihydroxytetrahydrofuran-2-yl)methoxy) (hydroxy)phosphoryl)oxy)tetrahydrofuran-2-yl)methyl dihydrogenphosphate (Compound 1h) (148 mg, 0.233 mmol) and (R)-3-tert-butyl 4-(cyanomethyl) thiazolidine-3,4-dicarboxylate (Compound tk28) (254 mg, 0.933 mmol) in acetonitrile (0.7 mL) was added to buffer A (30 mL), and the mixture was stirred at room temperature for 1.5 hours. Following lyophili... Procedure: 0.45 g (4 mmole) N-(chlorocarbonyl)isocyanate was added dropwise to a solution of 1.2 g (3.6 ml) 4-(2-{4-[hydroxyaminomethyl]phenoxy}ethyl)phenyl methanesulfonate in 20 ml anhydrous tetrahydrofuran at −5° C. and the mixture was stirred at −5° C. for 30 minutes. The reaction mixture was poured on to 2 M hydrochloric acid and extracted with ethyl acetate, dried (sodium sulfate), filtered and evaporated in vacuo. The residue was redissolved in ethyl acetate, and material that did not go into soluti... Starting materials: C(=NC(=O)Cl)=O (N-(chlorocarbonyl)isocyanate), CS(=O)(=O)OC1=CC=C(C=C1)CCOC1=CC=C(C=C1)CNO (4-(2-{4-[hydroxyaminomethyl]phenoxy}ethyl)phenyl methanesulfonate), Cl (hydrochloric acid). Run at temperature -5 celsius, time 30 minute. Yield: 15.4%. Run in O1CCCC1 (tetrahydrofuran). Reaction SMILES: [C:1](=[O:6])=[N:2][C:3](Cl)=[O:4].[CH3:7][S:8]([O:11][C:12]1[CH:17]=[CH:16][C:15]([CH2:18][CH2:19][O:20][C:21]2[CH:26]=[CH:25][C:24]([CH2:27][NH:28][OH:29])=[CH:23][CH:22]=2)=[CH:14][CH:13]=1)(=[O:10])=[O:9].Cl>O1CCCC1>[CH3:7][S:8]([O:11][C:12]1[CH:17]=[CH:16][C:15]([CH2:18][CH2:19][O:20][C:21]2[CH:22]=[CH:23][C:24]([CH2:27][N:28]3[C:3](=[O:4])[NH:2][C:1](=[O:6])[O:29]3)=[CH:25][CH:26]=2)=[CH:14][CH:13]=1)(=[O:10])=[O:9]. Yields the product CS(=O)(=O)OC1=CC=C(C=C1)CCOC1=CC=C(C=C1)CN1OC(NC1=O)=O (2-([4-[2-(4-Methanesulfonyloxyphenyl)ethoxy]phenyl]methyl) 1,2,4-oxadiazolidine-3,5-dione). The reactants are C(CC)N1N=CC=C1 (1-propyl-1H-pyrazole), [Li]CCCC (n-BuLi), C(C)(C)OB1OC(C(O1)(C)C)(C)C (2-isopropoxy-4,4,5,5-tetramethyl-1,3,2-dioxaborolane), Heterocyclic. Run in C1CCOC1 (THF). Run at time 2 hour. The product is C(CC)N1N=CC=C1B1OC(C(O1)(C)C)(C)C (1-propyl-5-(4,4,5,5-tetramethyl-1,3,2-dioxaborolan-2-yl)-1H-pyrazole). Reaction SMILES: [CH2:1]([N:4]1[CH:8]=[CH:7][CH:6]=[N:5]1)[CH2:2][CH3:3].[Li]CCCC.C(O[B:18]1[O:22][C:21]([CH3:24])([CH3:23])[C:20]([CH3:26])([CH3:25])[O:19]1)(C)C>C1COCC1>[CH2:1]([N:4]1[C:8]([B:18]2[O:22][C:21]([CH3:24])([CH3:23])[C:20]([CH3:26])([CH3:25])[O:19]2)=[CH:7][CH:6]=[N:5]1)[CH2:2][CH3:3]. Reported procedure: To the above THF solution of 1-propyl-1H-pyrazole was added n-BuLi (2.5M in Hexane, 40 mL, 100 mmol) at −78° C. The reaction solution was stirred for 2 hours at RT and then re-cooled to −78° C. [J. Heterocyclic Chem. 41, 931 (2004)]. To the reaction solution was added 2-isopropoxy-4,4,5,5-tetramethyl-1,3,2-dioxaborolane (18.6 g, 100 mmol). After 30 min at −78° C., the reaction was quenched with saturated NH4Cl solution and extracted with DCM. The organics were dried over Na2SO4 and concentrated ... Starting materials: O=C([O-])O, CCO, Cl, Cl, O=[N+]([O-])c1ccc(CCBr)cc1, O=C1c2ccccc2CC1C1CCNCC1, [Na+]. The product is Cl, O=C1c2ccccc2CC1C1CCN(CCc2ccc([N+](=O)[O-])cc2)CC1. As a reaction SMILES: [C:30](=[O:31])([OH:32])[O-:33].[CH3:36][CH2:37][OH:38].[ClH:1].[ClH:35].[N+:18](=[O:19])([O-:20])[c:21]1[cH:22][cH:23][c:24]([CH2:25][CH2:26][Br:27])[cH:28][cH:29]1.[NH:2]1[CH2:3][CH2:4][CH:5]([CH:8]2[C:9](=[O:17])[c:10]3[cH:11][cH:12][cH:13][cH:14][c:15]3[CH2:16]2)[CH2:6][CH2:7]1.[Na+:34]>>[ClH:1].[N:2]1([CH2:26][CH2:25][c:24]2[cH:23][cH:22][c:21]([N+:18](=[O:19])[O-:20])[cH:29][cH:28]2)[CH2:3][CH2:4][CH:5]([CH:8]2[C:9](=[O:17])[c:10]3[cH:11][cH:12][cH:13][cH:14][c:15]3[CH2:16]2)[CH2:6][CH2:7]1. The reactants are C1(CCCCC1)NC1=NC=CC=C1 (cyclohexyl-2-pyridylamine), C1(=CC=CC=C1)C (toluene), S(=O)(Cl)Cl (thionyl chloride), CC1OCCC1 (2-methyltetrahydrofuran), C1(=CC=CC=C1)C (toluene), S(=O)(Cl)Cl (thionyl chloride), C(C)N(C(C)C)C(C)C (ethyldiisopropylamine), C1(=CC=CC=C1)C (toluene). Solvent: O (water). Run at temperature 50 celsius. The product is C1(CCCCC1)N(C(\C=C\C1=CC=C(C=C1)C)=O)C1=NC=CC=C1 ((E)-N-cyclohexyl-N-pyridin-2-yl-3-p-tolyl-acrylamide). Isolated yield 62.0%. RXN SMILES: S(Cl)(Cl)=O.C(N(C(C)C)C(C)C)C.[CH:14]1([NH:20][C:21]2[CH:26]=[CH:25][CH:24]=[CH:23][N:22]=2)[CH2:19][CH2:18][CH2:17][CH2:16][CH2:15]1.[CH3:27][CH:28]1[CH2:32][CH2:31][CH2:30][O:29]1.[C:33]1([CH3:39])[CH:38]=CC=[CH:35][CH:34]=1>O>[CH:14]1([N:20]([C:21]2[CH:26]=[CH:25][CH:24]=[CH:23][N:22]=2)[C:30](=[O:29])/[CH:31]=[CH:32]/[C:28]2[CH:35]=[CH:34][C:33]([CH3:39])=[CH:38][CH:27]=2)[CH2:19][CH2:18][CH2:17][CH2:16][CH2:15]1. Procedure: 5.50 g (0.034 mol) of 4-methylcinammic acid, 61 ml of toluene and 0.27 g (3.7 mmol) g of N,N-dimethylormamide are provided and mixed with 4.8 g (0.041 mol) of thionyl chloride. Stirring takes place for 1 hour followed by heating to 50° C. The toluene and excess thionyl chloride are drawn off under vacuum. Then 18 ml of toluene and 4.8 g (0.037 mol) of ethyldiisopropylamine are added at 60° C. A solution of 6.8 g (0.037 mol) of cyclohexyl-2-pyridylamine in toluene is added and stirred for 1 hour ... The reactants are FC(C=1C=C(C=CC1)C1CC(OC2=CC(=CC=C12)O)(C)C)(F)F (4-(3-Trifluoromethylphenyl)-2,2-dimethyl-7-chromanol), C(Cl)C1CO1 (epichlorohydrin). Product: O1C(COC2=CC=C3C(CC(OC3=C2)(C)C)C2=CC(=CC=C2)C(F)(F)F)C1 (7-(2,3-epoxypropoxy)-4-(3-trifluoromethylphenyl)-2,2-dimethylchroman). RXN SMILES: [F:1][C:2]([F:23])([F:22])[C:3]1[CH:4]=[C:5]([CH:9]2[C:18]3[C:13](=[CH:14][C:15]([OH:19])=[CH:16][CH:17]=3)[O:12][C:11]([CH3:21])([CH3:20])[CH2:10]2)[CH:6]=[CH:7][CH:8]=1.[CH2:24]([CH:26]1[O:28][CH2:27]1)Cl>>[O:28]1[CH2:27][CH:26]1[CH2:24][O:19][C:15]1[CH:14]=[C:13]2[C:18]([CH:9]([C:5]3[CH:6]=[CH:7][CH:8]=[C:3]([C:2]([F:1])([F:22])[F:23])[CH:4]=3)[CH2:10][C:11]([CH3:21])([CH3:20])[O:12]2)=[CH:17][CH:16]=1. Reported procedure: Reaction of 4-(3-Trifluoromethylphenyl)-2,2-dimethyl-7-chromanol with epichlorohydrin, by an analogous method to that described in Example 1, gave 7-(2,3-epoxypropoxy)-4-(3-trifluoromethylphenyl)-2,2-dimethylchroman. Reaction of this epoxide with methylamine, by an analogous method to that described in Example 2 gave 4-(3-trifluoromethyl-phenyl-7-(2-hydroxy-3-methylaminopropoxy)-2,2-dimethylchroman, (benzoate salt, m.p. 145°-157°). The reactants are COC(CNC1=CC=C(C=C1)F)OC (N-(2,2-dimethoxyethyl)-4-fluoroaniline), COC(CNCC1=CC=C(C=C1)C(F)(F)F)OC (2,2-dimethoxy-N-(4-(trifluoromethyl)benzyl)ethanamine), NC=1SC(=C(N1)C)C(=O)NCC=1C=NC=CC1 (2-amino-4-methyl-N-(pyridin-3-ylmethyl)thiazole-5-carboxamide). The product is COC(CN(C(NC=1SC(=C(N1)C)C(=O)NCC=1C=NC=CC1)=O)CC1=CC=C(C=C1)C(F)(F)F)OC (2-(3-(2,2-dimethoxyethyl)-3-(4-(trifluoromethyl)benzyl)ureido)-4-methyl-N-(pyridin-3-ylmethyl)thiazole-5-carboxamide). Yield: 52.0%. As a reaction SMILES: [CH3:1][O:2]C(OC)CNC1C=CC(F)=CC=1.[CH3:15][O:16][CH:17]([O:31][CH3:32])[CH2:18][NH:19][CH2:20][C:21]1[CH:26]=[CH:25][C:24]([C:27]([F:30])([F:29])[F:28])=[CH:23][CH:22]=1.[NH2:33][C:34]1[S:35][C:36]([C:40]([NH:42][CH2:43][C:44]2[CH:45]=[N:46][CH:47]=[CH:48][CH:49]=2)=[O:41])=[C:37]([CH3:39])[N:38]=1>>[CH3:32][O:31][CH:17]([O:16][CH3:15])[CH2:18][N:19]([CH2:20][C:21]1[CH:26]=[CH:25][C:24]([C:27]([F:28])([F:29])[F:30])=[CH:23][CH:22]=1)[C:1](=[O:2])[NH:33][C:34]1[S:35][C:36]([C:40]([NH:42][CH2:43][C:44]2[CH:45]=[N:46][CH:47]=[CH:48][CH:49]=2)=[O:41])=[C:37]([CH3:39])[N:38]=1. Procedure details: Following the procedure as described in step B of Preparation 2, making variations as required to replace N-(2,2-dimethoxyethyl)-4-fluoroaniline with 2,2-dimethoxy-N-(4-(trifluoromethyl)benzyl)ethanamine to react with 2-amino-4-methyl-N-(pyridin-3-ylmethyl)thiazole-5-carboxamide, 2-(3-(2,2-dimethoxyethyl)-3-(4-(trifluoromethyl)benzyl)ureido)-4-methyl-N-(pyridin-3-ylmethyl)thiazole-5-carboxamide was obtained in 52% yield: 1H NMR (300 MHz, CDCl3) δ 8.49 (d, J=1.5 Hz, 1H), 8.39-8.37 (m, 1H), 7.76-7...